Dataset: the Open Reaction Database (ORD), a public repository of structured organic reaction records. Task: describe an organic reaction: reactants, conditions, products, and yield The reactants are CCC(Nc1nccc(-c2cc(F)c(N(C)C)cc2Cl)c1[N+](=O)[O-])C1CC1, O, Cl[Sn]Cl. The product is CCC(Nc1nccc(-c2cc(F)c(N(C)C)cc2Cl)c1N)C1CC1. RXN SMILES: [Cl:1][c:2]1[c:3](-[c:12]2[c:13]([N+:25]([O-:26])=[O:27])[c:14]([NH:18][CH:19]([CH2:20][CH3:21])[CH:22]3[CH2:23][CH2:24]3)[n:15][cH:16][cH:17]2)[cH:4][c:5]([F:11])[c:6]([N:8]([CH3:9])[CH3:10])[cH:7]1.[OH2:31].[Sn:28]([Cl:29])[Cl:30]>>[Cl:1][c:2]1[c:3](-[c:12]2[c:13]([NH2:25])[c:14]([NH:18][CH:19]([CH2:20][CH3:21])[CH:22]3[CH2:23][CH2:24]3)[n:15][cH:16][cH:17]2)[cH:4][c:5]([F:11])[c:6]([N:8]([CH3:9])[CH3:10])[cH:7]1. Starting materials: CCO, CCOC(C)=O, Fc1cccc(OC(CCCl)c2ccccc2)c1, [NH4+], [OH-], O=C(O)C=CC(=O)O. Product: NCCC(Oc1cccc(F)c1)c1ccccc1. Reaction SMILES: [CH3:21][CH2:22][OH:23].[CH3:32][CH2:33][O:34][C:35]([CH3:36])=[O:37].[F:1][c:2]1[cH:3][c:4]([O:5][CH:6]([CH2:7][CH2:8][Cl:9])[c:10]2[cH:11][cH:12][cH:13][cH:14][cH:15]2)[cH:16][cH:17][cH:18]1.[NH4+:20].[OH-:19].[OH:24][C:25]([CH:26]=[CH:27][C:28](=[O:29])[OH:30])=[O:31]>>[F:1][c:2]1[cH:3][c:4]([O:5][CH:6]([CH2:7][CH2:8][NH2:20])[c:10]2[cH:11][cH:12][cH:13][cH:14][cH:15]2)[cH:16][cH:17][cH:18]1.